This data is from the Open Reaction Database (ORD), a public repository of structured organic reaction records. The task is: describe an organic reaction: reactants, conditions, products, and yield Starting materials: ClC1=NC(=NS1)SCC=C (5-chloro-3-allylthio-1,2,4-thiadiazole), C(C1=CC=CC=C1)O (benzyl alcohol), [H-].[Na+] (sodium hydride), [Cl-].[Na+] (sodium chloride). The solvent is CN(C=O)C (N,N-dimethylformamide). Run at time 1 hour. The product is C(C1=CC=CC=C1)OC1=NC(=NS1)SCC=C (5-benzyloxy-3-allylthio-1,2,4-thiadiazole). The yield is 90.9%. As a reaction SMILES: Cl[C:2]1[S:6][N:5]=[C:4]([S:7][CH2:8][CH:9]=[CH2:10])[N:3]=1.[CH2:11]([OH:18])[C:12]1[CH:17]=[CH:16][CH:15]=[CH:14][CH:13]=1.[H-].[Na+].[Cl-].[Na+]>CN(C)C=O>[CH2:11]([O:18][C:2]1[S:6][N:5]=[C:4]([S:7][CH2:8][CH:9]=[CH2:10])[N:3]=1)[C:12]1[CH:17]=[CH:16][CH:15]=[CH:14][CH:13]=1 |f:2.3,4.5|. Procedure details: Into 4 ml of N,N-dimethylformamide were dissolved 193 mg of 5-chloro-3-allylthio-1,2,4-thiadiazole and 108 mg of benzyl alcohol, 48 mg of sodium hydride (60% in oil) was added thereto under ice-cooling, and the reaction mixture was stirred for 1 hour under ice-cooling. The reaction mixture was added to saturated sodium chloride aqueous solution, and extracted with t-butyl methyl ether. The organic layer was concentrated, and the residue obtained was subjected to silica gel column chromatography ... Starting materials: CN1C2=CC=CC=C2C=2C=CC=CC12 (9-methylcarbazole), [Al+3].[Cl-].[Cl-].[Cl-] (AlCl3), Cl (hydrochloric acid), C(C1=CC=CC=C1)(=O)Cl (benzoyl chloride). Run in ClC(C)Cl (dichloroethane). Reaction conditions: time 3 hour. Yields the product C(C1=CC=CC=C1)(=O)C=1C=CC=2N(C3=CC=C(C=C3C2C1)C(C1=CC=CC=C1)=O)C (3,6-Dibenzoyl-9-methylcarbazole). RXN SMILES: [CH3:1][N:2]1[C:14]2[CH:13]=[CH:12][CH:11]=[CH:10][C:9]=2[C:8]2[C:3]1=[CH:4][CH:5]=[CH:6][CH:7]=2.[Al+3].[Cl-].[Cl-].[Cl-].[C:19](Cl)(=[O:26])[C:20]1[CH:25]=[CH:24][CH:23]=[CH:22][CH:21]=1.Cl>ClC(Cl)C>[C:19]([C:11]1[CH:12]=[CH:13][C:14]2[N:2]([CH3:1])[C:3]3[C:8]([C:9]=2[CH:10]=1)=[CH:7][C:6]([C:19](=[O:26])[C:20]1[CH:25]=[CH:24][CH:23]=[CH:22][CH:21]=1)=[CH:5][CH:4]=3)(=[O:26])[C:20]1[CH:25]=[CH:24][CH:23]=[CH:22][CH:21]=1 |f:1.2.3.4|. Procedure: 67.0 g (0.37 mol) of 9-methylcarbazole were dissolved in 400 ml of dry dichloroethane, to which 105.0 g (0.79 mol) of AlCl3 were added. 104.0 g (0.74 mol) of benzoyl chloride were added dropwise with stirring and cooling with ice. Stirring was continued for another 3 hours at room temperature, and the reaction mixture was then decomposed with ice and hydrochloric acid and the organic phase was washed to neutrality with water and NaHCO3 solution. The remaining water was removed by azeotropic dist...